Task: describe an organic reaction: reactants, conditions, products, and yield. Dataset: the Open Reaction Database (ORD), a public repository of structured organic reaction records The reactants are O=C1C(CNC2=C(N1)C=C(C=C2)C)NC(=O)OC(C)(C)C (2-Oxo-3-tert-butoxycarbonylamino-8-methyl-1,3,4,5-tetrahydro-2H-1,5-benzodiazepine), Cl.N1=C(C=CC=C1)C(=O)Cl (picolinoyl chloride hydrochloride), N1=CC=CC=C1 (pyridine). The solvent is ClCCCl (1,2-dichloroethane). The product is O=C1C(CN(C2=C(N1)C=C(C=C2)C)C(=O)C2=NC=CC=C2)NC(=O)OC(C)(C)C (2-oxo-3-tert-butoxycarbonylamino-5-(2-pyridylcarbonyl)-8-methyl-1,3,4,5-tetrahydro-2H-1,5-benzodiazepine). Yield: 64.3%. Reaction SMILES: [O:1]=[C:2]1[NH:8][C:7]2[CH:9]=[C:10]([CH3:13])[CH:11]=[CH:12][C:6]=2[NH:5][CH2:4][CH:3]1[NH:14][C:15]([O:17][C:18]([CH3:21])([CH3:20])[CH3:19])=[O:16].Cl.[N:23]1[CH:28]=[CH:27][CH:26]=[CH:25][C:24]=1[C:29](Cl)=[O:30].N1C=CC=CC=1>ClCCCl>[O:1]=[C:2]1[NH:8][C:7]2[CH:9]=[C:10]([CH3:13])[CH:11]=[CH:12][C:6]=2[N:5]([C:29]([C:24]2[CH:25]=[CH:26][CH:27]=[CH:28][N:23]=2)=[O:30])[CH2:4][CH:3]1[NH:14][C:15]([O:17][C:18]([CH3:21])([CH3:20])[CH3:19])=[O:16] |f:1.2|. Procedure: 2-Oxo-3-tert-butoxycarbonylamino-8-methyl-1,3,4,5-tetrahydro-2H-1,5-benzodiazepine (2.00 g) obtained from Referential Example 7 was suspended in 1,2-dichloroethane (40 ml), picolinoyl chloride hydrochloride (1.41 g) and pyridine (1.28 ml) were added, and the mixture was refluxed for 1 hour and 30 minutes. The reaction mixture was concentrated under reduced pressure, the residue was dissolved in ethyl acetate (150 ml), successively washed with water and saturated aqueous sodium bicarbonate, and d... Starting materials: C(C)OC(CCC1=C(C=C(C=C1)OC1=CC(=CC(=C1)C)OC1=C(C=C(C=C1)C(F)(F)F)Br)C)=O (3-{4-[3-(2-bromo-4-trifluoromethyl-phenoxy)-5-methyl-phenoxy]-2-methyl-phenyl}-propionic acid ethyl ester), FC(OC1=C(C=CC=C1)B(O)O)(F)F (2-trifluoromethoxyphenyl boronic acid). Yields the product CC1=C(C=CC(=C1)OC1=CC(=CC(=C1)OC1=C(C=C(C=C1)C(F)(F)F)C1=C(C=CC=C1)OC(F)(F)F)C)CCC(=O)O (3-{2-Methyl-4-[3-methyl-5-(2′-trifluoromethoxy-5-trifluoromethyl-biphenyl-2-yloxy)-phenoxy]-phenyl}-propionic acid). Reaction SMILES: C([O:3][C:4](=[O:34])[CH2:5][CH2:6][C:7]1[CH:12]=[CH:11][C:10]([O:13][C:14]2[CH:19]=[C:18]([CH3:20])[CH:17]=[C:16]([O:21][C:22]3[CH:27]=[CH:26][C:25]([C:28]([F:31])([F:30])[F:29])=[CH:24][C:23]=3Br)[CH:15]=2)=[CH:9][C:8]=1[CH3:33])C.[F:35][C:36]([F:48])([F:47])[O:37][C:38]1[CH:43]=[CH:42][CH:41]=[CH:40][C:39]=1B(O)O>>[CH3:33][C:8]1[CH:9]=[C:10]([O:13][C:14]2[CH:15]=[C:16]([O:21][C:22]3[CH:23]=[CH:24][C:25]([C:28]([F:30])([F:31])[F:29])=[CH:26][C:27]=3[C:39]3[CH:40]=[CH:41][CH:42]=[CH:43][C:38]=3[O:37][C:36]([F:48])([F:47])[F:35])[CH:17]=[C:18]([CH3:20])[CH:19]=2)[CH:11]=[CH:12][C:7]=1[CH2:6][CH2:5][C:4]([OH:34])=[O:3]. Reported procedure: The title compound is prepared by reacting the compound of 3-{4-[3-(2-bromo-4-trifluoromethyl-phenoxy)-5-methyl-phenoxy]-2-methyl-phenyl}-propionic acid ethyl ester with 2-trifluoromethoxyphenyl boronic acid as in Example 38 to afford 0.058 g (39%). 1H NMR (400 MHz, CDCl3); HRMS (ES+) m/z exact mass calculated for C31H25O5F6 591.1606, found 591.1619. Starting materials: C(=O)OCC (Ethyl formate), C(CC)N(C1CC2=C(C=CC=C2CC1)C(CCC)=O)CCC (2-di-n-propylamino-8-butyryl-1,2,3,4-tetrahydronaphthalene), O1CCCC1 (THF), CC(C)([O-])C.[K+] (Potassium t-butoxide), NO (Hydroxylamine), [OH-].[NH4+] (ammonium hydroxide), O1CCCC1 (tetrahydrofuran). Solvent: O (water), O (water). Reaction conditions: time 8 hour. The product is C(CC)N(C1CC2=C(C=CC=C2CC1)C1=C(C=NO1)CC)CCC (2-Di-n-propylamino-8-(4-ethylisoxazol-5-yl)-1,2,3,4-tetrahydronaphthalene). Reaction SMILES: C[C:2]([CH3:5])([O-])C.[K+].C(O[CH2:10][CH3:11])=O.[CH2:12]([N:15]([CH2:31][CH2:32][CH3:33])[CH:16]1[CH2:25][CH2:24][C:23]2[C:18](=[C:19]([C:26](=O)CCC)C=CC=2)C1)[CH2:13][CH3:14].[NH2:34]O.[OH-].[NH4+].[O:38]1[CH2:42][CH2:41][CH2:40][CH2:39]1>O>[CH2:31]([N:15]([CH2:12][CH2:13][CH3:14])[CH:16]1[CH2:25][CH2:24][C:23]2[C:40](=[C:41]([C:42]3[O:38][N:34]=[CH:2][C:5]=3[CH2:10][CH3:11])[CH:26]=[CH:19][CH:18]=2)[CH2:39]1)[CH2:32][CH3:33] |f:0.1,5.6|. Procedure: Potassium t-butoxide (0.82 g; 7.3 mmol) was suspended in 100 ml of tetrahydrofuran (THF). Ethyl formate (1.0 g; 13.3 mmol) and 2-di-n-propylamino-8-butyryl-1,2,3,4-tetrahydronaphthalene (1.0 g; 3.3 mmol) in THF was added to the mixture. The resulting mixture was stirred at room temperature overnight. Hydroxylamine (1.2 g; 16.6 mmol) was added followed by sufficient water to dissolve the solid. The resulting mixture, having pH 6, was stirred at room temperature for 20 hours after which it was pou... Reactants: CCOCC (ether), ClC(=O)OCC (Ethyl chloroformate), CNC=1C=C2C(=CNC2=CC1)CC#N (5-(methylamino)-1H-indole-3-acetonitrile), CN(C=O)C (dimethylformamide). The solvent is O (water). Conditions: time 30 minute. The product is C(#N)CC1=CNC2=CC=C(C=C12)CNC(OCC)=O (Ethyl [3-(cyanomethyl)-1H-indol-5-yl]methylcarbamate). Reaction SMILES: Cl[C:2]([O:4][CH2:5][CH3:6])=[O:3].CN[C:9]1[CH:10]=[C:11]2[C:15](=[CH:16][CH:17]=1)[NH:14][CH:13]=[C:12]2[CH2:18][C:19]#[N:20].CCOCC.[CH3:26][N:27](C)C=O>O>[C:19]([CH2:18][C:12]1[C:11]2[C:15](=[CH:16][CH:17]=[C:9]([CH2:26][NH:27][C:2](=[O:3])[O:4][CH2:5][CH3:6])[CH:10]=2)[NH:14][CH:13]=1)#[N:20]. Procedure: Ethyl chloroformate (0.21 ml) was added dropwise to a stirred solution of 5-(methylamino)-1H-indole-3-acetonitrile (0.4 g) in dimethylformamide (15 ml). After 10 min. the solution was diluted with water (30 ml), stirred for 30 min. and extracted with ethyl acetate (2×100 ml). The combined extracts were washed with 10% brine (2×100 ml), 8% sodium bicarbonate (2×100 ml) and water (2×100 ml), dried (Na2SO4) and evaporated in vacuo to yield the crude product as a brown oil. Trituration with ether ga... RXN SMILES: [Br-:23].[CH3:24][c:25]1[c:26]([CH2:27][P+:28]([c:29]2[cH:30][cH:31][cH:32][cH:33][cH:34]2)([c:35]2[cH:36][cH:37][cH:38][cH:39][cH:40]2)[c:41]2[cH:42][cH:43][cH:44][cH:45][c:46]2[CH3:47])[cH:48][cH:49][c:50]([CH3:52])[cH:51]1.[O:1]=[C:2]1[N:3]([CH2:12][CH2:13][CH2:14][c:15]2[cH:16][c:17]([CH:18]=[O:19])[cH:20][cH:21][cH:22]2)[C:4](=[O:11])[c:5]2[cH:6][cH:7][cH:8][cH:9][c:10]21>>[O:1]=[C:2]1[N:3]([CH2:12][CH2:13][CH2:14][c:15]2[cH:16][c:17]([CH:18]=[CH:27][c:26]3[c:25]([CH3:24])[cH:51][c:50]([CH3:52])[cH:49][cH:48]3)[cH:20][cH:21][cH:22]2)[C:4](=[O:11])[c:5]2[cH:6][cH:7][cH:8][cH:9][c:10]21. The product is Cc1ccc(C=Cc2cccc(CCCN3C(=O)c4ccccc4C3=O)c2)c(C)c1. The reactants are [Br-], Cc1ccc(C[P+](c2ccccc2)(c2ccccc2)c2ccccc2C)c(C)c1, O=Cc1cccc(CCCN2C(=O)c3ccccc3C2=O)c1. Reactants: ClC=1C=C2C(=CN1)NC(=C2)C2(CC2)C (5-chloro-2-(1-methylcyclopropyl)-1H-pyrrolo[2,3-c]pyridine), CuSO4.5H2O, N (ammonia). Solvent: CCO (EtOH). Run at time 8 hour. Product: CC1(CC1)C1=CC=2C(=CN=C(C2)N)N1 (2-(1-methylcyclopropyl)-1H-pyrrolo[2,3-c]pyridin-5-amine). The yield is 27.0%. As a reaction SMILES: Cl[C:2]1[CH:3]=[C:4]2[CH:10]=[C:9]([C:11]3([CH3:14])[CH2:13][CH2:12]3)[NH:8][C:5]2=[CH:6][N:7]=1.[NH3:15]>CCO>[CH3:14][C:11]1([C:9]2[NH:8][C:5]3=[CH:6][N:7]=[C:2]([NH2:15])[CH:3]=[C:4]3[CH:10]=2)[CH2:13][CH2:12]1. Reported procedure: In a 100 mL autoclave, a solution of 5-chloro-2-(1-methylcyclopropyl)-1H-pyrrolo[2,3-c]pyridine (1.0 g, 4.9 mmol) and CuSO4.5H2O (100 mg, 0.4 mmol) in aqueous ammonia (60 mL) and EtOH (20 mL) was heated to 200° C. and stirred at this temperature for 8 hours. The mixture was allowed to cool down to room temperature. The alcohol was removed under vacuum. The resulting mixture was extracted with ethyl acetate (50 mL×3). The combined organic layer was dried over anhydrous Na2SO4 and purified by chro...